This data is from the Open Reaction Database (ORD), a public repository of structured organic reaction records. The task is: describe an organic reaction: reactants, conditions, products, and yield Reactants: BrC1=CNC=2N=CN=C(C21)Cl (5-bromo-4-chloro-7H-pyrrolo[2,3-d]pyrimidine), NC=1C=C(C=CC1)C#C (m-aminophenyl acetylene). Run in CO (methanol). Run at temperature 125 celsius. Product: BrC1=CNC=2N=CN=C(C21)NC2=CC(=CC=C2)C#C ((5-Bromo-7H-pyrrolo[2,3-d]pyrimidin-4-yl)-(3-ethynyl-phenyl)-amine). Isolated yield 39.8%. As a reaction SMILES: [Br:1][C:2]1[C:10]2[C:9](Cl)=[N:8][CH:7]=[N:6][C:5]=2[NH:4][CH:3]=1.[NH2:12][C:13]1[CH:14]=[C:15]([C:19]#[CH:20])[CH:16]=[CH:17][CH:18]=1>CO>[Br:1][C:2]1[C:10]2[C:9]([NH:12][C:13]3[CH:18]=[CH:17][CH:16]=[C:15]([C:19]#[CH:20])[CH:14]=3)=[N:8][CH:7]=[N:6][C:5]=2[NH:4][CH:3]=1. Reported procedure: To 5-bromo-4-chloro-7H-pyrrolo[2,3-d]pyrimidine (0.13 g, 0.57 mmol) in dry methanol (2 ml) was added m-aminophenyl acetylene (0.08 g, 0.68 mmol). The suspension was heated in a sealed pressure tube at 125° C. for 18 hours. The reaction mixture was cooled to ambient temperature and concentrated in vacuo. The resulting oil was purified by flash chromatography on silica gel (10 g, 40 mm mesh) using 3% methanol/methylene chloride to afford the title compound as a yellow powder (71 mg, 39%). TS-MS: 3... Starting materials: Br (hydrobromic acid), OC1=CC=C(CN2CCC=CC2)C=C1 (1-(4-hydroxybenzyl)-1,2,3,6-tetrahydropyridine). Solvent: CC(=O)C (acetone). Yields the product Br.OC1=CC=C(CN2CCC=CC2)C=C1 (1-(4-hydroxybenzyl)-1,2,3,6-tetrahydropyridine hydrobromide). As a reaction SMILES: [BrH:1].[OH:2][C:3]1[CH:15]=[CH:14][C:6]([CH2:7][N:8]2[CH2:13][CH:12]=[CH:11][CH2:10][CH2:9]2)=[CH:5][CH:4]=1>CC(C)=O>[BrH:1].[OH:2][C:3]1[CH:15]=[CH:14][C:6]([CH2:7][N:8]2[CH2:9][CH:10]=[CH:11][CH2:12][CH2:13]2)=[CH:5][CH:4]=1 |f:3.4|. Reported procedure: Aqueous hydrobromic acid (48% w/w) was added dropwise, with stirring, to a solution of 1-(4-hydroxybenzyl)-1,2,3,6-tetrahydropyridine (4.0 g.) in acetone (50 ml.) until no further precipitate was obtained. The solid was collected by filtration and recrystallised from ethanol to give 1-(4-hydroxybenzyl)-1,2,3,6-tetrahydropyridine hydrobromide (Example 18) (2.9 g.), m.p. 187°-190° C. The reactants are COC=1C=C(C(=O)Cl)C=CC1OC (3,4-dimethoxy-benzoyl chloride), ClC=1C=NC=C(C1C)Cl (3,5-dichloro-4-methylpyridine), C(C1=CC=CC=C1)OC=1C=C(C(=O)Cl)C=CC1 (3-benzyloxy-benzoyl chloride). Yields the product ClC=1C=NC=C(C1\C=C(\C1=CC(=C(C=C1)OC)OC)/OC(C1=CC(=CC=C1)OCC1=CC=CC=C1)=O)Cl (3-benzyloxy-benzoic acid (Z)-2-(3,5-dichloro-pyridin-4-yl)-1-(3,4-dimethoxy-phenyl)vinyl ester). Reaction SMILES: [CH3:1][O:2][C:3]1[CH:4]=[C:5]([CH:9]=[CH:10][C:11]=1[O:12][CH3:13])[C:6](Cl)=[O:7].[Cl:14][C:15]1[CH:16]=[N:17][CH:18]=[C:19]([Cl:22])[C:20]=1[CH3:21].[CH2:23]([O:30][C:31]1[CH:32]=[C:33]([CH:37]=[CH:38][CH:39]=1)[C:34](Cl)=[O:35])[C:24]1[CH:29]=[CH:28][CH:27]=[CH:26][CH:25]=1>>[Cl:14][C:15]1[CH:16]=[N:17][CH:18]=[C:19]([Cl:22])[C:20]=1/[CH:21]=[C:6](\[O:7][C:34](=[O:35])[C:33]1[CH:37]=[CH:38][CH:39]=[C:31]([O:30][CH2:23][C:24]2[CH:25]=[CH:26][CH:27]=[CH:28][CH:29]=2)[CH:32]=1)/[C:5]1[CH:9]=[CH:10][C:11]([O:12][CH3:13])=[C:3]([O:2][CH3:1])[CH:4]=1. Reported procedure: The compound was obtained starting from 3,4-dimethoxy-benzoyl chloride, 3,5-dichloro-4-methylpyridine and 3-benzyloxy-benzoyl chloride, following the procedure of Example 24. Reactants: O (Water), C([O-])([O-])=O.[K+].[K+] (potassium carbonate), (R)-3-(p-tosyloxy)-2-pyrrolidone, NC=1SC=C(N1)/C(/C(=O)OCC)=N/O (ethyl (Z)-2-(2-aminothiazol-4-yl)-2-hydroxyiminoacetate). Run in CS(=O)C (dimethylsulfoxide). Reaction conditions: time 8 hour. Product: NC=1SC=C(N1)/C(/C(=O)OCC)=N/O[C@@H]1C(NCC1)=O (ethyl (Z)-2-(2-aminothiazol-4-yl)-2-[((3S)-2-pyrrolidon-3-yl)oxyimino]acetate). As a reaction SMILES: [NH2:1][C:2]1[S:3][CH:4]=[C:5](/[C:7](=[N:13]/[OH:14])/[C:8]([O:10][CH2:11][CH3:12])=[O:9])[N:6]=1.[C:15](=[O:18])([O-])[O-].[K+].[K+].O>CS(C)=O>[NH2:1][C:2]1[S:3][CH:4]=[C:5](/[C:7](=[N:13]/[O:14][C@H:8]2[CH2:7][CH2:5][NH:6][C:15]2=[O:18])/[C:8]([O:10][CH2:11][CH3:12])=[O:9])[N:6]=1 |f:1.2.3|. Procedure details: 1.07 g of ethyl (Z)-2-(2-aminothiazol-4-yl)-2-hydroxyiminoacetate are dissolved in 5 ml of dimethylsulfoxide, and one g of potassium carbonate and 1.53 g of (R)-3-(p-tosyloxy)-2-pyrrolidone are added thereto. The mixture is stirred at room temperature overnight. Water is added to the reaction mixture, and the aqueous mixture is extracted with chloroform. The extract is washed with water, dried and then concentrated under reduced pressure to dryness. The residue is crystallized with isopropyl eth... The reactants are FC=1C=C(C=C(C1)F)[C@@H](C(C)(C)F)C1CN(C1)C(C1=CC=CC=C1)C1=CC=CC=C1 (3-[(1S)-1-(3,5-difluorophenyl)-2-fluoro-2-methylpropyl]-1-(diphenylmethyl)azetidine), ClC(=O)OC(C)Cl (1-chloroethyl chloroformate). Solvent: C1CCOC1 (THF). Conditions: time 2 hour. Yields the product FC=1C=C(C=C(C1)F)[C@@H](C(C)(C)F)C1CNC1 (3-[(1S)-1-(3,5-difluorophenyl)-2-fluoro-2-methylpropyl]azetidine). RXN SMILES: [F:1][C:2]1[CH:3]=[C:4]([C@H:9]([CH:14]2[CH2:17][N:16](C(C3C=CC=CC=3)C3C=CC=CC=3)[CH2:15]2)[C:10]([F:13])([CH3:12])[CH3:11])[CH:5]=[C:6]([F:8])[CH:7]=1.ClC(OC(Cl)C)=O>C1COCC1>[F:8][C:6]1[CH:5]=[C:4]([C@H:9]([CH:14]2[CH2:15][NH:16][CH2:17]2)[C:10]([F:13])([CH3:12])[CH3:11])[CH:3]=[C:2]([F:1])[CH:7]=1. Procedure: A sample of 2.25 g (5.5 mmole) of 3-[(1S)-1-(3,5-difluorophenyl)-2-fluoro-2-methylpropyl]-1-(diphenylmethyl)azetidine (Step 2 of Example 76) was dissolved in 15 mL of THF and 1.1 mL (10 mmole) of 1-chloroethyl chloroformate was added. The solution was stirred at room temperature. After 2 h, the solution was concentrated under reduced pressure and the residue was dried under high vacuum for 1 h. The residue was dissolved in 20 mL of methanol and heated to reflux for 6 h. The solution was concentr... The product is CNc1nnc(-c2ccc3ncn(-c4cccc(OC(F)(F)F)c4)c3c2)o1. Reactants: CS(=O)(=O)c1nnc(-c2ccc3ncn(-c4cccc(OC(F)(F)F)c4)c3c2)o1, CN, CN1CCCC1=O, C1CCOC1. RXN SMILES: [CH3:1][S:2](=[O:3])(=[O:4])[c:5]1[n:6][n:7][c:8](-[c:10]2[cH:11][cH:12][c:13]3[c:14]([n:15](-[c:18]4[cH:19][c:20]([O:24][C:25]([F:26])([F:27])[F:28])[cH:21][cH:22][cH:23]4)[cH:16][n:17]3)[cH:29]2)[o:9]1.[CH3:35][NH2:36].[CH3:37][N:38]1[CH2:39][CH2:40][CH2:41][C:42]1=[O:43].[O:30]1[CH2:31][CH2:32][CH2:33][CH2:34]1>>[c:5]1([NH:36][CH3:35])[n:6][n:7][c:8](-[c:10]2[cH:11][cH:12][c:13]3[c:14]([n:15](-[c:18]4[cH:19][c:20]([O:24][C:25]([F:26])([F:27])[F:28])[cH:21][cH:22][cH:23]4)[cH:16][n:17]3)[cH:29]2)[o:9]1. Reactants: CN1CCOCC1, CCc1[nH]c(C(=O)O)nc1Cl, CCOC(=O)c1sc(N2CC(N)C2)nc1C, On1nnc2ccccc21. Product: CCOC(=O)c1sc(N2CC(NC(=O)c3nc(Cl)c(CC)[nH]3)C2)nc1C. Reaction SMILES: [CH3:38][N:39]1[CH2:40][CH2:41][O:42][CH2:43][CH2:44]1.[Cl:17][c:18]1[n:19][c:20]([C:25](=[O:26])[OH:27])[nH:21][c:22]1[CH2:23][CH3:24].[NH2:1][CH:2]1[CH2:3][N:4]([c:6]2[s:7][c:8]([C:12](=[O:13])[O:14][CH2:15][CH3:16])[c:9]([CH3:11])[n:10]2)[CH2:5]1.[OH:28][n:29]1[c:30]2[cH:31][cH:32][cH:33][cH:34][c:35]2[n:36][n:37]1>>[NH:1]([CH:2]1[CH2:3][N:4]([c:6]2[s:7][c:8]([C:12](=[O:13])[O:14][CH2:15][CH3:16])[c:9]([CH3:11])[n:10]2)[CH2:5]1)[C:25]([c:20]1[n:19][c:18]([Cl:17])[c:22]([CH2:23][CH3:24])[nH:21]1)=[O:26].